Dataset: the Open Reaction Database (ORD), a public repository of structured organic reaction records. Task: describe an organic reaction: reactants, conditions, products, and yield Reactants: C(C1=CC=CC=C1)OC(=O)CN1C(C(CN(C2=C1C=CC=C2)C(C(C)(C)C)=O)NC(=O)OC(C)(C)C)=O (1-benzyloxycarbonylmethyl-2-oxo-3-tert-butoxycarbonylamino-5-pivaloyl-1,3,4,5-tetrahydro-2H-1,5-benzodiazepine). The reagents and catalysts are [C].[Pd] (Palladium carbon). Run in CO (methanol). Conditions: time 30 minute. Product: O=C1C(CN(C2=C(N1CC(=O)O)C=CC=C2)C(C(C)(C)C)=O)NC(=O)OC(C)(C)C (2-oxo-3-tert-butoxycarbonylamino-5-pivaloyl-1,3,4,5-tetrahydro-2H-1,5-benzodiazepin-1-yl-acetic acid). Isolated yield 99.6%. Reaction SMILES: C([O:8][C:9]([CH2:11][N:12]1[C:18]2[CH:19]=[CH:20][CH:21]=[CH:22][C:17]=2[N:16]([C:23](=[O:28])[C:24]([CH3:27])([CH3:26])[CH3:25])[CH2:15][CH:14]([NH:29][C:30]([O:32][C:33]([CH3:36])([CH3:35])[CH3:34])=[O:31])[C:13]1=[O:37])=[O:10])C1C=CC=CC=1>CO.[C].[Pd]>[O:37]=[C:13]1[N:12]([CH2:11][C:9]([OH:10])=[O:8])[C:18]2[CH:19]=[CH:20][CH:21]=[CH:22][C:17]=2[N:16]([C:23](=[O:28])[C:24]([CH3:26])([CH3:27])[CH3:25])[CH2:15][CH:14]1[NH:29][C:30]([O:32][C:33]([CH3:36])([CH3:35])[CH3:34])=[O:31] |f:2.3|. Reported procedure: 10% Palladium carbon (300 mg) was added to a suspension of 1-benzyloxycarbonylmethyl-2-oxo-3-tert-butoxycarbonylamino-5-pivaloyl-1,3,4,5-tetrahydro-2H-1,5-benzodiazepine (3.0 g) in methanol (100 ml), the mixture was stirred for 30 minutes under hydrogen atmosphere. The reaction mixture was filtrated and the filtrate was concentrated under reduced pressure. Isopropyl ether was added to the residue for trituration and filtrated, to thereby obtain 2.46 g of the title compound (Yield: 99.6%) as pale... Reactants: C(C)(C)(C)[C@@H]1NC(O[C@H]2[C@H](CCCCCC=3C(=NC=4C(=CC=CC4C3O)OC)O[C@@H]3C[C@H](N(C1=O)C3)C(=O)OC)C2)=O (methyl (1aR,5S,8S,10R,22aR)-5-tert-butyl-17-hydroxy-13-methoxy-3,6-dioxo-1,1a,3,4,5,6,9,10,18,19,20,21,22,22a-tetradecahydro-8H-7,10-methanocyclopropa[18,19][1,10,3,6]dioxadiazacyclononadecino[11,12-b]quinoline-8-carboxylate), C8, BrCCCBr (1,3-dibromopropane), C([O-])([O-])=O.[Cs+].[Cs+] (cesium carbonate). Solvent: CN(C)C=O (DMF). Run at time 90 minute. The product is BrCCCOC1=C2C(=NC=3C(=CC=CC13)OC)O[C@@H]1C[C@H](N(C([C@@H](NC(O[C@H]3[C@H](CCCCC2)C3)=O)C(C)(C)C)=O)C1)C(=O)OC (methyl (1aR,5S,8S,10R,22aR)-17-(3-bromopropoxy)-5-tert-butyl-13-methoxy-3,6-dioxo-1,1a,3,4,5,6,9,10,18,19,20,21,22,22a-tetradecahydro-8H-7,10-methanocyclopropa[18,19][1,10,3,6]dioxadiazacyclononadecino[11,12-b]quinoline-8-carboxylate). Reaction SMILES: [C:1]([C@H:5]1[C:34](=[O:35])[N:33]2[CH2:36][C@@H:30]([CH2:31][C@H:32]2[C:37]([O:39][CH3:40])=[O:38])[O:29][C:17]2=[N:18][C:19]3[C:20]([O:27][CH3:28])=[CH:21][CH:22]=[CH:23][C:24]=3[C:25]([OH:26])=[C:16]2[CH2:15][CH2:14][CH2:13][CH2:12][CH2:11][C@@H:10]2[CH2:41][C@H:9]2[O:8][C:7](=[O:42])[NH:6]1)([CH3:4])([CH3:3])[CH3:2].[Br:43][CH2:44][CH2:45][CH2:46]Br.C(=O)([O-])[O-].[Cs+].[Cs+]>CN(C=O)C>[Br:43][CH2:44][CH2:45][CH2:46][O:26][C:25]1[C:24]2[CH:23]=[CH:22][CH:21]=[C:20]([O:27][CH3:28])[C:19]=2[N:18]=[C:17]2[O:29][C@H:30]3[CH2:36][N:33]([C:34](=[O:35])[C@H:5]([C:1]([CH3:4])([CH3:2])[CH3:3])[NH:6][C:7](=[O:42])[O:8][C@@H:9]4[CH2:41][C@H:10]4[CH2:11][CH2:12][CH2:13][CH2:14][CH2:15][C:16]=12)[C@H:32]([C:37]([O:39][CH3:40])=[O:38])[CH2:31]3 |f:2.3.4|. Reported procedure: To a solution of methyl (1aR,5S,8S,10R,22aR)-5-tert-butyl-17-hydroxy-13-methoxy-3,6-dioxo-1,1a,3,4,5,6,9,10,18,19,20,21,22,22a-tetradecahydro-8H-7,10-methanocyclopropa[18,19][1,10,3,6]dioxadiazacyclononadecino[11,12-b]quinoline-8-carboxylate (253 mg) (prepared by the same method as Example 113, Steps 1-5 with intermediates B10 and C8) and 1,3-dibromopropane (500 μl) in DMF (5 ml) was added cesium carbonate (700 mg). After 90 minutes of stirring at room temperature, the reaction mixture was parti... Reactants: O (Water), ClC1=C(C#N)C(=CC=C1[N+](=O)[O-])Cl (2,6-dichloro-3-nitrobenzonitrile), CN (methylamine), CN (methylamine), CCCCCC (hexane). Solvent: CCOC(=O)C (EtOAc). Reaction conditions: time 3 hour. Product: ClC1=CC=C(C(=C1C#N)NC)[N+](=O)[O-] (6-chloro-2-methylamino-3-nitrobenzonitrile). Isolated yield 83.4%. RXN SMILES: Cl[C:2]1[C:9]([N+:10]([O-:12])=[O:11])=[CH:8][CH:7]=[C:6]([Cl:13])[C:3]=1[C:4]#[N:5].[CH3:14][NH2:15].O.CCCCCC>CCOC(C)=O>[Cl:13][C:6]1[C:3]([C:4]#[N:5])=[C:2]([NH:15][CH3:14])[C:9]([N+:10]([O-:12])=[O:11])=[CH:8][CH:7]=1. Procedure: A solution of 2,6-dichloro-3-nitrobenzonitrile (98.7 g, 0.455 mol) in EtOAc (910 mL) was cooled to 5° C. 40% Aqueous methylamine (79.5 mL, 1.14 mol) was added with vigorous mechanical stirring, keeping the temperature at 10-15° C. After addition was complete, stirring was continued for 3 h at the same temperature. More methylamine (16 mL, 0.23 mol) was added, and the mixture stirred for a further 1.5 h at room temperature. Water (300 mL) was added, followed by hexane (450 mL). The mixture was st... Reactants: C(C)(C)(C)OC(CC1OB(OC(C1)CCN1C(C(C(C1C(C)C)C(NC1=CC=CC=C1)=O)C1=CC=CC=C1)C1=CC=C(C=C1)F)C1=CC=CC=C1)=O ((6-{2-[2-(4-Fluoro-phenyl)-5-isopropyl-3-phenyl-4-phenylcarbamoyl-pyrrolidin-1-yl]-ethyl}-2-phenyl-[1,3,2]dioxaborinan-4-yl)-acetic acid tert-butyl ester), O (water), [O-2].[Ca+2] (calcium oxide). The solvent is C(C)#N (acetonitrile), C(C)#N (acetonitrile). Run at temperature 55 celsius, time 12 hour. The product is N1(C=CC=C1)CCCCCCC(=O)O (1H-Pyrrole-1-heptanoic acid). Reaction SMILES: C([O:5][C:6](=[O:52])[CH2:7][CH:8]1[CH2:13][CH:12]([CH2:14][CH2:15][N:16]2[CH:20](C(C)C)[CH:19](C(=O)NC3C=CC=CC=3)[CH:18](C3C=CC=CC=3)[CH:17]2C2C=CC(F)=CC=2)OB(C2C=CC=CC=2)O1)(C)(C)C.O.[O-2].[Ca+2]>C(#N)C>[N:16]1([CH2:15][CH2:14][CH2:12][CH2:13][CH2:8][CH2:7][C:6]([OH:52])=[O:5])[CH:20]=[CH:19][CH:18]=[CH:17]1 |f:2.3|. Procedure details: A mixture of (6-{2-[2-(4-Fluoro-phenyl)-5-isopropyl-3-phenyl-4-phenylcarbamoyl-pyrrolidin-1-yl]-ethyl}-2-phenyl-[1,3,2]dioxaborinan-4-yl)-acetic acid tert-butyl ester (100 g, 0.14 mol), water (3.0 L), acetonitrile (3.0 L) and calcium oxide (75 g, 1.35 mol) was stirred at 50-60° C. for 12 hours. After filtering the reaction mixture, the resulting clear filtrate was concentrated to about 3.0 L and washed with methyl tert-butyl ether (1.0 L). The aqueous layer was evaporated and the solid obtained ... Reactants: BrC1=CC=C2C(C(NC2=C1)=O)(C)O (6-bromo-3-hydroxy-3-methyl-1,3-dihydro-2H-indol-2-one), BH3—S(CH3)2. Run in C1CCOC1 (THF). Run at temperature 60 celsius. Yields the product BrC1=CC=C2C(=CNC2=C1)C (6-bromo-3-methyl-1H-indole). As a reaction SMILES: [Br:1][C:2]1[CH:10]=[C:9]2[C:5]([C:6](O)([CH3:12])[C:7](=O)[NH:8]2)=[CH:4][CH:3]=1>C1COCC1>[Br:1][C:2]1[CH:10]=[C:9]2[C:5]([C:6]([CH3:12])=[CH:7][NH:8]2)=[CH:4][CH:3]=1. Procedure details: A mixture of 6-bromo-3-hydroxy-3-methyl-1,3-dihydro-2H-indol-2-one (0.25 g, 1.0 mmol) and BH3—S(CH3)2 (5.16 mL. 1.0 M, 5.16 mmol) in THF (20 mL) was heated at 60° C. The reaction was quenched with MeOH. Volatiles were removed. Chromatography over silica eluting with 4:1 hexane:EtOAc afforded the title compound. LC-MS: calculated for C9H8BrN 210.07, observed m/e 211.0 (M+H)+ (Rt 1.14 min). Reactants: CCO, Cc1cc([N+](=O)[O-])ccc1Oc1ccccc1. Product: Cc1cc(N)ccc1Oc1ccccc1. Reaction SMILES: [CH3:18][CH2:19][OH:20].[CH3:1][c:2]1[c:3]([O:11][c:12]2[cH:13][cH:14][cH:15][cH:16][cH:17]2)[cH:4][cH:5][c:6]([N+:8]([O-:9])=[O:10])[cH:7]1>>[CH3:1][c:2]1[c:3]([O:11][c:12]2[cH:13][cH:14][cH:15][cH:16][cH:17]2)[cH:4][cH:5][c:6]([NH2:8])[cH:7]1. Reactants: OCC=1C(=NC(=NC1)SC)C1=CC(=C(C(=C1)OC)OC)OC (5-Hydroxymethyl-2-methylthio-4-(3,4,5-trimethoxyphen yl)pyrimidine). The reagents and catalysts are [Ni] (Raney nickel). The solvent is C(C)O (ethanol), N (ammonia). Conditions: temperature 90 celsius, time 2.5 hour. The product is OCC=1C(=NC=NC1)C1=CC(=C(C(=C1)OC)OC)OC (5-Hydroxymethyl-4-(3,4,5-trimethoxyphenyl)-pyrimidine). Reaction SMILES: [OH:1][CH2:2][C:3]1[C:4]([C:11]2[CH:16]=[C:15]([O:17][CH3:18])[C:14]([O:19][CH3:20])=[C:13]([O:21][CH3:22])[CH:12]=2)=[N:5][C:6](SC)=[N:7][CH:8]=1>C(O)C.N.[Ni]>[OH:1][CH2:2][C:3]1[C:4]([C:11]2[CH:12]=[C:13]([O:21][CH3:22])[C:14]([O:19][CH3:20])=[C:15]([O:17][CH3:18])[CH:16]=2)=[N:5][CH:6]=[N:7][CH:8]=1. Procedure: 5-Hydroxymethyl-2-methylthio-4-(3,4,5-trimethoxyphen yl)pyrimidine (1.75 g) was dissolved in a mixed solvent of ethanol (50 mL) and aqueous ammonia (5 mL). Raney nickel (R=100, wet type, 17.0 g) was added to the solution, and the mixture was stirred at 90° C. for 2.5 hours. The reaction mixture was filtered through celite, and the filtrate was concentrated under reduced pressure. Water was added to the residue to conduct extraction with ethyl acetate. The resultant organic layer was washed with ...